Dataset: the Open Reaction Database (ORD), a public repository of structured organic reaction records. Task: describe an organic reaction: reactants, conditions, products, and yield Starting materials: C=CCOC(=O)N1CC(C(C)(C)C)CC1(O[SiH](C)C)C(=O)O, CCOC(C)=O, CN(C)c1ccncc1, C(=NC1CCCCC1)=NC1CCCCC1, ClCCl. Yields the product C=CCOC(=O)N1CC(C(C)(C)C)CC1(O[SiH](C)C)C(C)=O. As a reaction SMILES: [CH2:1]([CH:2]=[CH2:3])[O:4][C:5](=[O:6])[N:7]1[C:8]([C:16](=[O:17])[OH:18])([O:19][SiH:20]([CH3:21])[CH3:22])[CH2:9][CH:10]([C:12]([CH3:13])([CH3:14])[CH3:15])[CH2:11]1.[CH3:38][CH2:39][O:40][C:41](=[O:42])[CH3:43].[CH3:47][N:48]([CH3:49])[c:50]1[cH:51][cH:52][n:53][cH:54][cH:55]1.[CH:23]1([N:24]=[C:25]=[N:26][CH:27]2[CH2:28][CH2:29][CH2:30][CH2:31][CH2:32]2)[CH2:33][CH2:34][CH2:35][CH2:36][CH2:37]1.[Cl:44][CH2:45][Cl:46]>>[CH2:1]([CH:2]=[CH2:3])[O:4][C:5](=[O:6])[N:7]1[C:8]([C:16](=[O:17])[CH3:23])([O:19][SiH:20]([CH3:21])[CH3:22])[CH2:9][CH:10]([C:12]([CH3:13])([CH3:14])[CH3:15])[CH2:11]1. Reactants: O (water), CC(=O)C(C(=O)OC)=CC1=C(C(=CC=C1)Cl)Cl (methyl α-methylcarbonyl-2,3-dichlorocinnamate), C1(=CC=C(C=C1)S(=O)(=O)C[N+]#[C-])C ((p-tolylsulfonyl)methyl isocyanide), ( a ), solution, C[O-].[Na+] (sodium methylate). The solvent is CO (methanol). Product: COC(=O)C=1C(=CNC1)C1=C(C(=CC=C1)Cl)Cl (4-methoxycarbonyl-3-(2,3-dichlorophenyl)-pyrrole). Isolated yield 58.0%. Reaction SMILES: C[C:2]([C:4](=[CH:9][C:10]1[CH:15]=[CH:14][CH:13]=[C:12]([Cl:16])[C:11]=1[Cl:17])[C:5]([O:7][CH3:8])=[O:6])=O.C1(C)C=CC(S([CH2:27][N+:28]#[C-])(=O)=O)=CC=1.C[O-].[Na+].O>CO>[CH3:8][O:7][C:5]([C:4]1[C:9]([C:10]2[CH:15]=[CH:14][CH:13]=[C:12]([Cl:16])[C:11]=2[Cl:17])=[CH:27][NH:28][CH:2]=1)=[O:6] |f:2.3|. Reported procedure: With stirring, 20 g of methyl α-methylcarbonyl-2,3-dichlorocinnamate are added at 0° C. to a 22 % by weight solution of (p-tolylsulfonyl)methyl isocyanide prepared according to Example P1 (a). Then 26.3 g of a 30% solution of sodium methylate in methanol are added dropwise over 2 hours. The mixture is stirred for 2 hours and then 35 ml of water are added dropwise. The reaction mixture is concentrated at +50° C. under vacuum. After addition of 70 ml of water, the reaction mixture is concentrated ...